From a dataset of the Open Reaction Database (ORD), a public repository of structured organic reaction records. describe an organic reaction: reactants, conditions, products, and yield The reactants are stannous chloride, [OH-].[Na+] (sodium hydroxide), Cl (hydrochloric acid), ClC1=CC=C(C=C1)S(=O)(=O)C1=CC=C(OC2=C(C=C(C=C2Cl)[N+](=O)[O-])Cl)C=C1 (4-(4-[4-chlorophenylsulfonyl]phenoxy)-3,5-dichloronitrobenzene). Run in O1CCOCC1 (p-dioxane). Yields the product ClC1=CC=C(C=C1)S(=O)(=O)C1=CC=C(OC2=C(C=C(N)C=C2Cl)Cl)C=C1 (4-(4-[4-chlorophenylsulfonyl]phenoxy)-3,5-dichloroaniline). Yield: 91.7%. Reaction SMILES: Cl.[Cl:2][C:3]1[CH:8]=[CH:7][C:6]([S:9]([C:12]2[CH:29]=[CH:28][C:15]([O:16][C:17]3[C:22]([Cl:23])=[CH:21][C:20]([N+:24]([O-])=O)=[CH:19][C:18]=3[Cl:27])=[CH:14][CH:13]=2)(=[O:11])=[O:10])=[CH:5][CH:4]=1.[OH-].[Na+]>O1CCOCC1>[Cl:2][C:3]1[CH:4]=[CH:5][C:6]([S:9]([C:12]2[CH:29]=[CH:28][C:15]([O:16][C:17]3[C:22]([Cl:23])=[CH:21][C:20]([NH2:24])=[CH:19][C:18]=3[Cl:27])=[CH:14][CH:13]=2)(=[O:11])=[O:10])=[CH:7][CH:8]=1 |f:2.3|. Reported procedure: To a 100 mL flask equipped with condenser, stirrer, under nitrogen atmosphere was added 26.9 g. (0.11 mol) of stannous chloride, 23.9 mL of concentrated hydrochloric acid, and 17.9 mL of p-dioxane. The resulting mixture was warmed to 40° to obtain a homogeneous solution. To the above solution was added 16.6 g (0.036 mol) of 4-(4-[4-chlorophenylsulfonyl]phenoxy)-3,5-dichloronitrobenzene. The mixture was heated to reflux for 0.5 hour, cooled, and poured into chilled aqueous sodium hydroxide (pH 14...